This data is from the Open Reaction Database (ORD), a public repository of structured organic reaction records. The task is: describe an organic reaction: reactants, conditions, products, and yield Starting materials: [Ag+], C1CCOC1, CO, CN1CCCC(CN2CCN(C(=S)Nc3ccc(Cl)c(Cl)c3)CC2)C1, ClCCl, N, O=S(=O)([O-])C(F)(F)F. Product: CN1CCCC(CN2CCN(C(=N)Nc3ccc(Cl)c(Cl)c3)CC2)C1. Reaction SMILES: [Ag+:45].[CH2:29]1[O:30][CH2:31][CH2:32][CH2:33]1.[CH3:26][OH:27].[Cl:1][c:2]1[cH:3][c:4]([NH:9][C:10](=[S:11])[N:12]2[CH2:13][CH2:14][N:15]([CH2:18][CH:19]3[CH2:20][N:21]([CH3:25])[CH2:22][CH2:23][CH2:24]3)[CH2:16][CH2:17]2)[cH:5][cH:6][c:7]1[Cl:8].[Cl:34][CH2:35][Cl:36].[NH3:28].[S:37]([O-:38])([C:39]([F:40])([F:41])[F:42])(=[O:43])=[O:44]>>[Cl:1][c:2]1[cH:3][c:4]([NH:9][C:10]([N:12]2[CH2:13][CH2:14][N:15]([CH2:18][CH:19]3[CH2:20][N:21]([CH3:25])[CH2:22][CH2:23][CH2:24]3)[CH2:16][CH2:17]2)=[NH:28])[cH:5][cH:6][c:7]1[Cl:8]. Starting materials: COC(=O)C(Cc1ccc(-c2ccc(C#N)cc2)cc1)NC(=O)C1Cc2cc3c(cc2CN1)OC(c1ccc(OCc2ccc(Cl)c(Cl)c2)cc1)CO3, Cn1ccc(C=O)n1. Yields the product COC(=O)C(Cc1ccc(-c2ccc(C#N)cc2)cc1)NC(=O)C1Cc2cc3c(cc2CN1Cc1ccn(C)n1)OC(c1ccc(OCc2ccc(Cl)c(Cl)c2)cc1)CO3. Reaction SMILES: [CH3:1][O:2][C:3]([CH:4]([CH2:5][c:6]1[cH:7][cH:8][c:9](-[c:12]2[cH:13][cH:14][c:15]([C:18]#[N:19])[cH:16][cH:17]2)[cH:10][cH:11]1)[NH:20][C:21](=[O:22])[CH:23]1[NH:24][CH2:25][c:26]2[cH:27][c:28]3[c:29]([cH:30][c:31]2[CH2:32]1)[O:33][CH2:34][CH:35]([c:37]1[cH:38][cH:39][c:40]([O:43][CH2:44][c:45]2[cH:46][c:47]([Cl:52])[c:48]([Cl:51])[cH:49][cH:50]2)[cH:41][cH:42]1)[O:36]3)=[O:53].[CH3:54][n:55]1[n:56][c:57]([CH:60]=[O:61])[cH:58][cH:59]1>>[CH3:1][O:2][C:3]([CH:4]([CH2:5][c:6]1[cH:7][cH:8][c:9](-[c:12]2[cH:13][cH:14][c:15]([C:18]#[N:19])[cH:16][cH:17]2)[cH:10][cH:11]1)[NH:20][C:21](=[O:22])[CH:23]1[N:24]([CH2:60][c:57]2[n:56][n:55]([CH3:54])[cH:59][cH:58]2)[CH2:25][c:26]2[cH:27][c:28]3[c:29]([cH:30][c:31]2[CH2:32]1)[O:33][CH2:34][CH:35]([c:37]1[cH:38][cH:39][c:40]([O:43][CH2:44][c:45]2[cH:46][c:47]([Cl:52])[c:48]([Cl:51])[cH:49][cH:50]2)[cH:41][cH:42]1)[O:36]3)=[O:53]. Reactants: [Li]CCCC, COC(=O)Cc1c(Cl)cccc1Cl, CCOC(C)=O, CC(C)NC1CCCCC1, Clc1ncc(CI)c(Cl)n1, C1CCOC1. Yields the product COC(=O)C(Cc1cnc(Cl)nc1Cl)c1c(Cl)cccc1Cl. Reaction SMILES: [CH2:11]([Li:12])[CH2:13][CH2:14][CH3:15].[CH3:16][O:17][C:18]([CH2:19][c:20]1[c:21]([Cl:27])[cH:22][cH:23][cH:24][c:25]1[Cl:26])=[O:28].[CH3:44][CH2:45][O:46][C:47](=[O:48])[CH3:49].[CH:1]([NH:2][CH:3]1[CH2:4][CH2:5][CH2:6][CH2:7][CH2:8]1)([CH3:9])[CH3:10].[Cl:29][c:30]1[n:31][cH:32][c:33]([CH2:37][I:38])[c:34]([Cl:36])[n:35]1.[O:39]1[CH2:40][CH2:41][CH2:42][CH2:43]1>>[CH3:16][O:17][C:18]([CH:19]([c:20]1[c:21]([Cl:27])[cH:22][cH:23][cH:24][c:25]1[Cl:26])[CH2:37][c:33]1[cH:32][n:31][c:30]([Cl:29])[n:35][c:34]1[Cl:36])=[O:28]. The reactants are CS(=O)(=O)Cl, ClCCl, OCCCC(F)(F)C(F)(F)F, O. The product is CS(=O)(=O)OCCCC(F)(F)C(F)(F)F. Reaction SMILES: [CH3:12][S:13]([Cl:14])(=[O:15])=[O:16].[Cl:18][CH2:19][Cl:20].[F:1][C:2]([CH2:3][CH2:4][CH2:5][OH:6])([C:7]([F:8])([F:9])[F:10])[F:11].[OH2:17]>>[F:1][C:2]([CH2:3][CH2:4][CH2:5][O:6][S:13]([CH3:12])(=[O:15])=[O:16])([C:7]([F:8])([F:9])[F:10])[F:11]. The reactants are BrCC(=O)OC(C)(C)C (tert-butyl bromoacetate), C(C1=CC=CC=C1)N (benzylamine). Solvent: C(C)#N (acetonitrile), C(C)#N (acetonitrile). Conditions: temperature 2.5 celsius, time 5 minute. Yields the product C(C)(C)(C)OC(CNCC1=CC=CC=C1)=O (N-benzylglycine tert-butyl ester). Isolated yield 108.0%. RXN SMILES: Br[CH2:2][C:3]([O:5][C:6]([CH3:9])([CH3:8])[CH3:7])=[O:4].[CH2:10]([NH2:17])[C:11]1[CH:16]=[CH:15][CH:14]=[CH:13][CH:12]=1>C(#N)C>[C:6]([O:5][C:3](=[O:4])[CH2:2][NH:17][CH2:10][C:11]1[CH:16]=[CH:15][CH:14]=[CH:13][CH:12]=1)([CH3:9])([CH3:8])[CH3:7]. Procedure: 40 g (205 mmol, 1 equiv.) tert-butyl bromoacetate were dissolved in 200 ml acetonitrile. The solution was cooled to 0-5° C. and 47 g benzylamine (2.14 equiv.) in solution in 90 ml acetonitrile were added over 15 min. After 5 min, the reaction mixture was warmed to room temperature and stirred for 3 h (IPC by GC). The resulting suspension was filtered and evaporated to constant weight to give 49 g of a yellow oil. The oil was dissolved in 200 ml heptane and washed 3 times with 50 ml aq. sodium hy... The reactants are ClC=1N=C(C2=C(N1)CN(C2)C(=O)OC)N2CCOCC2 (methyl 2-chloro-4-morpholino-5H-pyrrolo[3,4-d]pyrimidine-6(7H)-carboxylate), Cl.ClC=1N=C(C2=C(N1)CNC2)N2[C@H](COCC2)C ((S)-4-(2-chloro-6,7-dihydro-5H-pyrrolo[3,4-d]pyrimidin-4-yl)-3-methylmorpholine hydrochloride), C(=O)(C(F)(F)F)O (TFA), ClC=1N=C(C2=C(N1)CN(C2)C(=O)OC)N2CCOCC2 (methyl 2-chloro-4-morpholino-5H-pyrrolo[3,4-d]pyrimidine-6(7H)-carboxylate), Cl.ClC=1N=C(C2=C(N1)CNC2)N2[C@H](COCC2)C ((S)-4-(2-chloro-6,7-dihydro-5H-pyrrolo[3,4-d]pyrimidin-4-yl)-3-methylmorpholine hydrochloride). Yields the product ClC=1N=C(C2=C(N1)CN(C2)C(=O)OC)N2[C@H](COCC2)C ((S)-methyl 2-chloro-4-(3-methylmorpholino)-5H-pyrrolo[3,4-d]pyrimidine-6(7H)-carboxylate). RXN SMILES: [Cl:1][C:2]1[N:3]=[C:4]([N:15]2[CH2:20][CH2:19][O:18][CH2:17][CH2:16]2)[C:5]2[CH2:10][N:9]([C:11]([O:13][CH3:14])=[O:12])[CH2:8][C:6]=2[N:7]=1.Cl.Cl[C:23]1N=C(N2CCOC[C@@H]2C)C2CNCC=2N=1.C(O)(C(F)(F)F)=O>>[Cl:1][C:2]1[N:3]=[C:4]([N:15]2[CH2:16][CH2:17][O:18][CH2:19][C@@H:20]2[CH3:23])[C:5]2[CH2:10][N:9]([C:11]([O:13][CH3:14])=[O:12])[CH2:8][C:6]=2[N:7]=1 |f:1.2|. Procedure details: Method as described for methyl 2-chloro-4-morpholino-5H-pyrrolo[3,4-d]pyrimidine-6(7H)-carboxylate (intermediate 25) using (S)-4-(2-chloro-6,7-dihydro-5H-pyrrolo[3,4-d]pyrimidin-4-yl)-3-methylmorpholine (intermediate 6) as a TFA salt to yield a dark brown oil, which was used without further purification. Reactants: [BH4-].[Na+] (Sodium borohydride), CC(C(=O)OCC)C(CCC=C)=O (ethyl 2-methyl-3-oxohept-6-enoate). Solvent: CO (methanol). The product is OC(C(C(=O)OCC)C)CCC=C (Ethyl 3-hydroxy-2-methylhept-6-enoate). Isolated yield 49.9%. Reaction SMILES: [BH4-].[Na+].[CH3:3][CH:4]([C:10](=[O:15])[CH2:11][CH2:12][CH:13]=[CH2:14])[C:5]([O:7][CH2:8][CH3:9])=[O:6]>CO>[OH:15][CH:10]([CH2:11][CH2:12][CH:13]=[CH2:14])[CH:4]([CH3:3])[C:5]([O:7][CH2:8][CH3:9])=[O:6] |f:0.1|. Procedure details: Sodium borohydride (2.48 g, 65.7 mmol) was added to a methanol (200 mL) solution of ethyl 2-methyl-3-oxohept-6-enoate (12.1 g, 65.7 mmol) with stirring under ice cooling. The mixture was stirred for 30 minutes in this bath, further stirred at room temperature for 2 hours, and then concentrated under reduced pressure to remove the solvent. The residue was diluted with dilute hydrochloric acid, followed by extraction with ethyl acetate. The organic layer was washed with water, saturated aqueous so... Starting materials: C1CCOC1, CO, COC(=O)C(CC1CCC2(C1)OC(c1ccccc1)C(c1ccccc1)O2)c1ccc(S(=O)(=O)C2CC2)c(C2CC2)c1, [Na+], [OH-]. Product: O=C(O)C(CC1CCC2(C1)OC(c1ccccc1)C(c1ccccc1)O2)c1ccc(S(=O)(=O)C2CC2)c(C2CC2)c1. Reaction SMILES: [CH2:47]1[O:48][CH2:49][CH2:50][CH2:51]1.[CH3:45][OH:46].[CH:1]1([c:4]2[cH:5][c:6]([CH:16]([C:17](=[O:18])[O:19][CH3:20])[CH2:21][CH:22]3[CH2:23][C:24]4([O:25][CH:26]([c:35]5[cH:36][cH:37][cH:38][cH:39][cH:40]5)[CH:27]([c:29]5[cH:30][cH:31][cH:32][cH:33][cH:34]5)[O:28]4)[CH2:41][CH2:42]3)[cH:7][cH:8][c:9]2[S:10](=[O:11])(=[O:12])[CH:13]2[CH2:14][CH2:15]2)[CH2:2][CH2:3]1.[Na+:44].[OH-:43]>>[CH:1]1([c:4]2[cH:5][c:6]([CH:16]([C:17](=[O:18])[OH:19])[CH2:21][CH:22]3[CH2:23][C:24]4([O:25][CH:26]([c:35]5[cH:36][cH:37][cH:38][cH:39][cH:40]5)[CH:27]([c:29]5[cH:30][cH:31][cH:32][cH:33][cH:34]5)[O:28]4)[CH2:41][CH2:42]3)[cH:7][cH:8][c:9]2[S:10](=[O:11])(=[O:12])[CH:13]2[CH2:14][CH2:15]2)[CH2:2][CH2:3]1. Starting materials: C1(=CC=CC=C1)[C@@H](C=1C=C(OCC2=CC=C(C(=O)N3CCC(CC3)C(=O)OCCCC3OCCO3)C=C2)C=CC1)NC(=O)O[C@H]1CN2CCC1CC2 (3-(1,3-dioxolan-2-yl)propyl 1-(4-((3-((S)-phenyl((((R)-quinuclidin-3-yloxy)carbonyl)amino)methyl)phenoxy)methyl)benzoyl)piperidine-4-carboxylate), Cl (hydrochloric acid). Run in C1CCOC1 (THF). Conditions: time 4 hour. The product is C1(=CC=CC=C1)[C@@H](C=1C=C(OCC2=CC=C(C(=O)N3CCC(CC3)C(=O)OCCCC=O)C=C2)C=CC1)NC(=O)O[C@H]1CN2CCC1CC2 (4-Oxobutyl 1-(4-((3-((S)-phenyl((((R)-quinuclidin-3-yloxy)carbonyl)amino)-methyl)phenoxy)methyl)benzoyl)piperidine-4-carboxylate). RXN SMILES: [C:1]1([C@H:7]([NH:41][C:42]([O:44][C@@H:45]2[CH:50]3[CH2:51][CH2:52][N:47]([CH2:48][CH2:49]3)[CH2:46]2)=[O:43])[C:8]2[CH:9]=[C:10]([CH:38]=[CH:39][CH:40]=2)[O:11][CH2:12][C:13]2[CH:37]=[CH:36][C:16]([C:17]([N:19]3[CH2:24][CH2:23][CH:22]([C:25]([O:27][CH2:28][CH2:29][CH2:30][CH:31]4OCC[O:32]4)=[O:26])[CH2:21][CH2:20]3)=[O:18])=[CH:15][CH:14]=2)[CH:6]=[CH:5][CH:4]=[CH:3][CH:2]=1.Cl>C1COCC1>[C:1]1([C@H:7]([NH:41][C:42]([O:44][C@@H:45]2[CH:50]3[CH2:49][CH2:48][N:47]([CH2:52][CH2:51]3)[CH2:46]2)=[O:43])[C:8]2[CH:9]=[C:10]([CH:38]=[CH:39][CH:40]=2)[O:11][CH2:12][C:13]2[CH:37]=[CH:36][C:16]([C:17]([N:19]3[CH2:20][CH2:21][CH:22]([C:25]([O:27][CH2:28][CH2:29][CH2:30][CH:31]=[O:32])=[O:26])[CH2:23][CH2:24]3)=[O:18])=[CH:15][CH:14]=2)[CH:2]=[CH:3][CH:4]=[CH:5][CH:6]=1. Procedure details: To a solution of 3-(1,3-dioxolan-2-yl)propyl 1-(4-((3-((S)-phenyl((((R)-quinuclidin-3-yloxy)carbonyl)amino)methyl)phenoxy)methyl)benzoyl)piperidine-4-carboxylate in THF (4.7 mL) was added 2 M aqueous hydrochloric acid (4.7 mL). The reaction mixture was stirred at RT for 4 hours. The reaction mixture was partitioned between saturated sodium hydrogen carbonate and ethyl acetate. The organic phase removed and the aqueous phase was extracted with further ethyl acetate (×2). The combined organic phas... Reactants: CO (methanol), COC=1C=C(C=CC1)/C=C/C1=CC(=C(C(=O)OC(C)(C)C)C=C1)[N+](=O)[O-] (tert-butyl 4-((E)-2-(3-methoxyphenyl)vinyl)-2-nitrobenzoate). Reagents/catalysts: [C].[Pd] (palladium-carbon). Run in C(C)(=O)OCC (ethyl acetate). Conditions: time 2 hour. Product: NC1=C(C(=O)OC(C)(C)C)C=CC(=C1)CCC1=CC(=CC=C1)OC (tert-butyl 2-amino-4-(2-(3-methoxyphenyl)ethyl)benzoate). The yield is 78.9%. As a reaction SMILES: CO.[CH3:3][O:4][C:5]1[CH:6]=[C:7](/[CH:11]=[CH:12]/[C:13]2[CH:25]=[CH:24][C:16]([C:17]([O:19][C:20]([CH3:23])([CH3:22])[CH3:21])=[O:18])=[C:15]([N+:26]([O-])=O)[CH:14]=2)[CH:8]=[CH:9][CH:10]=1>[C].[Pd].C(OCC)(=O)C>[NH2:26][C:15]1[CH:14]=[C:13]([CH2:12][CH2:11][C:7]2[CH:8]=[CH:9][CH:10]=[C:5]([O:4][CH3:3])[CH:6]=2)[CH:25]=[CH:24][C:16]=1[C:17]([O:19][C:20]([CH3:23])([CH3:22])[CH3:21])=[O:18] |f:2.3|. Procedure details: To a mixed solution of methanol 22 mL and ethyl acetate 22 mL of tert-butyl 4-((E)-2-(3-methoxyphenyl)vinyl)-2-nitrobenzoate 2.2 g was added 10% palladium-carbon 0.66 g, and it was stirred under hydrogen atmosphere at room temperature for 2 hours. The solvent was removed under reduced pressure after insoluble matter was filtrated. The obtained residue was refined by silica gel column chromatography [Fuji SILYSIA Chemical Ltd., PSQ100B(spherical type), eluent; hexane:ethyl acetate=8:1] to give te...